This data is from the Open Reaction Database (ORD), a public repository of structured organic reaction records. The task is: describe an organic reaction: reactants, conditions, products, and yield The reactants are Cc1cc(C2=NOC(c3cc(Cl)cc(Cl)c3)(C(F)(F)F)C2)ccc1C(=O)Cl, Nc1ncc(Cl)cn1, O, c1ccncc1. Product: Cc1cc(C2=NOC(c3cc(Cl)cc(Cl)c3)(C(F)(F)F)C2)ccc1C(=O)Nc1ncc(Cl)cn1. As a reaction SMILES: [Cl:9][c:10]1[cH:11][c:12]([C:17]2([C:32]([F:33])([F:34])[F:35])[CH2:18][C:19]([c:22]3[cH:23][c:24]([CH3:31])[c:25]([C:26](=[O:27])[Cl:28])[cH:29][cH:30]3)=[N:20][O:21]2)[cH:13][c:14]([Cl:16])[cH:15]1.[NH2:1][c:2]1[n:3][cH:4][c:5]([Cl:8])[cH:6][n:7]1.[OH2:42].[cH:36]1[cH:37][cH:38][n:39][cH:40][cH:41]1>>[NH:1]([c:2]1[n:3][cH:4][c:5]([Cl:8])[cH:6][n:7]1)[C:26]([c:25]1[c:24]([CH3:31])[cH:23][c:22]([C:19]2=[N:20][O:21][C:17]([c:12]3[cH:11][c:10]([Cl:9])[cH:15][c:14]([Cl:16])[cH:13]3)([C:32]([F:33])([F:34])[F:35])[CH2:18]2)[cH:30][cH:29]1)=[O:27].